From a dataset of the Open Reaction Database (ORD), a public repository of structured organic reaction records. describe an organic reaction: reactants, conditions, products, and yield Reported procedure: Using general procedure A with 4-chloroaniline (230 mg, 1.80 mmol) and (R)-3-(4-oxo-piperidin-1-yl)-butyronitrile (263 mg, 1.58 mmol), then general procedure J and then using general procedure E with the resulting amine and 4,6-dimethyl-pyrimidine-5-carboxylic acid (100 mg, 0.66 mmol) afforded 4,6-dimethyl-pyrimidine-5-carboxylic acid {(R)-3-[4-(4-chloro-phenylamino)-piperidin-1-yl]-butyl}-amide (237 mg, 35% over 3 steps). As a reaction SMILES: [Cl:1][C:2]1[CH:8]=[CH:7][C:5]([NH2:6])=[CH:4][CH:3]=1.O=[C:10]1[CH2:15][CH2:14][N:13]([C@H:16]([CH3:20])[CH2:17][C:18]#[N:19])[CH2:12][CH2:11]1.[CH3:21][C:22]1[C:27]([C:28](O)=[O:29])=[C:26]([CH3:31])[N:25]=[CH:24][N:23]=1>>[Cl:1][C:2]1[CH:8]=[CH:7][C:5]([NH:6][CH:10]2[CH2:15][CH2:14][N:13]([C@H:16]([CH3:20])[CH2:17][CH2:18][NH:19][C:28]([C:27]3[C:22]([CH3:21])=[N:23][CH:24]=[N:25][C:26]=3[CH3:31])=[O:29])[CH2:12][CH2:11]2)=[CH:4][CH:3]=1. Isolated yield 86.3%. The reactants are ClC1=CC=C(N)C=C1 (4-chloroaniline), CC1=NC=NC(=C1C(=O)O)C (4,6-dimethyl-pyrimidine-5-carboxylic acid), O=C1CCN(CC1)[C@@H](CC#N)C ((R)-3-(4-oxo-piperidin-1-yl)-butyronitrile), amine. Yields the product ClC1=CC=C(C=C1)NC1CCN(CC1)[C@@H](CCNC(=O)C=1C(=NC=NC1C)C)C (4,6-dimethyl-pyrimidine-5-carboxylic acid {(R)-3-[4-(4-chloro-phenylamino)-piperidin-1-yl]-butyl}-amide). Reactants: [Na] (sodium), CO (methanol), [N+](=O)([O-])OCC(CBr)(CO[N+](=O)[O-])CO[N+](=O)[O-] (3-nitryloxy-2,2-bis(nitryloxymethyl)propyl bromide). Solvent: O (water). Product: [N+](=O)([O-])OCC(COC)(CO[N+](=O)[O-])CO[N+](=O)[O-] (Methyl 2,2,2-tris(nitryloxymethyl)ethyl ether). The yield is 75.0%. As a reaction SMILES: [Na].[CH3:2][OH:3].[N+:4]([O:7][CH2:8][C:9]([CH2:17][O:18][N+:19]([O-:21])=[O:20])([CH2:12][O:13][N+:14]([O-:16])=[O:15])[CH2:10]Br)([O-:6])=[O:5]>O>[N+:4]([O:7][CH2:8][C:9]([CH2:17][O:18][N+:19]([O-:21])=[O:20])([CH2:12][O:13][N+:14]([O-:16])=[O:15])[CH2:10][O:3][CH3:2])([O-:6])=[O:5] |^1:0|. Procedure: 0.025 mol of sodium and 0.12 mol of absolute methanol are used to prepare the methylate solution. 0.02 mol of 3-nitryloxy-2,2-bis(nitryloxymethyl)propyl bromide is added and the mixture is refluxed for 5 hours, with stirring and with the exclusion of moisture. After cooling, the reaction mixture is added to 5 times the amount of water and the ether (Me-PETriN ether) is separated off, washed again with water, dried and purified by column chromatography. Yield: 75%. Elemental analysis: (C: conform... Conditions: temperature 50 celsius. Yields the product FC1(C(=O)OC(C1)=O)F (2,2-difluorosuccinic anhydride). The reactants are C(C)(=O)OC(C)=O (acetic anhydride), C(C)(=O)Cl (acetyl chloride), FC(C(=O)O)(CC(=O)O)F (2,2-difluorosuccinic acid). Procedure details: To a solution of 10.8 mL of acetic anhydride and 10.8 mL of acetyl chloride at 0° C. was added 10.80 g (0.070 mol) of 2,2-difluorosuccinic acid in several portions. The mixture was heated for 1 hr at 50° C. and cooled. The reaction was concentrated under reduced pressure to yield 2,2-difluorosuccinic anhydride. NMR (CDCl3) δ3.56 ppm (triplet, 2, J=15 Hz). RXN SMILES: C(OC(=O)C)(=O)C.C(Cl)(=O)C.[F:12][C:13]([F:21])([CH2:17][C:18]([OH:20])=[O:19])[C:14](O)=[O:15]>>[F:12][C:13]1([F:21])[CH2:17][C:18](=[O:20])[O:19][C:14]1=[O:15]. The reactants are BrCC(=CC1=C(C=C(C=C1)Cl)Cl)C(C)(C)C (2-bromomethyl-1-(2,4-dichlorophenyl)-3,3-dimethylbut-1-ene), N1N=NC=C1 (triazole), C(C)#N (acetonitrile). RXN SMILES: Br[CH2:2][C:3]([C:13]([CH3:16])([CH3:15])[CH3:14])=[CH:4][C:5]1[CH:10]=[CH:9][C:8]([Cl:11])=[CH:7][C:6]=1[Cl:12].N1C=[CH:20][N:19]=[N:18]1.[C:22](#[N:24])C>>[Cl:12][C:6]1[CH:7]=[C:8]([Cl:11])[CH:9]=[CH:10][C:5]=1[CH:4]=[C:3]([CH2:2][N:19]1[CH:20]=[N:24][CH:22]=[N:18]1)[C:13]([CH3:16])([CH3:15])[CH3:14]. Yield: 24.0%. Procedure: A mixture of 20 g (0.062 mol) of 2-bromomethyl-1-(2,4-dichlorophenyl)-3,3-dimethylbut-1-ene and 8.6 g (0.125 mol) of triazole in 80 ml of absolute acetonitrile is stirred at 40° C. for 16 hours. For working up, the reaction mixture is filtered, the filtrate is concentrated in vacuo and the residue is taken up in methylene chloride. The mixture is washed twice with water, dried over sodium sulphate and concentrated in vacuo. The syrup which remains is purified by chromatography (silica gel) and c... Yields the product ClC1=C(C=CC(=C1)Cl)C=C(C(C)(C)C)CN1N=CN=C1 (1-(2,4-dichlorophenyl)-3,3-dimethyl-2-(1,2,4-triazol-1-ylmethyl)-but-1-ene). Reaction conditions: temperature 40 celsius, time 16 hour. Reactants: C1=NC=CC2=CC(=CC=C12)C1=NN=C(O1)N (5-(Isoquinolin-6-yl)-1,3,4-oxadiazol-2-amine), FC(C1=CC=C(C[C@@H]2N(S(OC2)(=O)=O)C(=O)OC(C)(C)C)C=C1)(F)F ((S)-tert-Butyl 4-(4-(trifluoromethyl)benzyl)-1,2,3-oxathiazolidine-3-carboxylate-2,2-dioxide), C(=O)([O-])[O-].[Cs+].[Cs+] (Cs2CO3). The solvent is CN(C)C=O (DMF). Reaction conditions: time 3 hour. Yields the product C1=NC=CC2=CC(=CC=C12)C1=NN=C(O1)NC[C@H](CC1=CC=C(C=C1)C(F)(F)F)NC(OC(C)(C)C)=O (tert-Butyl(S)-1-(5-(isoquinolin-6-yl)-1,3,4-oxadiazol-2-ylamino)-3-(4-(trifluoromethyl)phenyl)propan-2-ylcarbamate). Yield: 20.0%. RXN SMILES: [CH:1]1[C:10]2[C:5](=[CH:6][C:7]([C:11]3[O:15][C:14]([NH2:16])=[N:13][N:12]=3)=[CH:8][CH:9]=2)[CH:4]=[CH:3][N:2]=1.[F:17][C:18]([F:41])([F:40])[C:19]1[CH:39]=[CH:38][C:22]([CH2:23][C@H:24]2[CH2:28]OS(=O)(=O)[N:25]2[C:31]([O:33][C:34]([CH3:37])([CH3:36])[CH3:35])=[O:32])=[CH:21][CH:20]=1.C([O-])([O-])=O.[Cs+].[Cs+]>CN(C=O)C>[CH:1]1[C:10]2[C:5](=[CH:6][C:7]([C:11]3[O:15][C:14]([NH:16][CH2:28][C@@H:24]([NH:25][C:31](=[O:32])[O:33][C:34]([CH3:37])([CH3:36])[CH3:35])[CH2:23][C:22]4[CH:38]=[CH:39][C:19]([C:18]([F:41])([F:40])[F:17])=[CH:20][CH:21]=4)=[N:13][N:12]=3)=[CH:8][CH:9]=2)[CH:4]=[CH:3][N:2]=1 |f:2.3.4|. Procedure details: 5-(Isoquinolin-6-yl)-1,3,4-oxadiazol-2-amine (0.083 g, 0.39 mmol) was mixed with (S)-tert-Butyl 4-(4-(trifluoromethyl)benzyl)-1,2,3-oxathiazolidine-3-carboxylate-2,2-dioxide (0.15 g, 0.39 mmol) and Cs2CO3 (0.381 g, 1.17 mmol) in 2 mL DMF. The mixture was stirred at room temperature for 3 hours, then at 60° C. for 1 hour. After removing the DMF at a reduced pressure, the remaining residue was treated with 1N HCl for 30 minutes. It was then partitioned between EtOAc and saturated aqueous ammonium ... Starting materials: CN1N=C(C=2C1=NC(=NC2C)S)C=2OC(=CC2)[N+](=O)[O-] (1-methyl-4-methyl-mercapto-3-(5-nitro-2-furyl)-1H-pyrazolo [3,4-d] pyrimidine), solution, CN (methylamine). Run in C(C)O (ethanol), C(C)(=O)OCC (ethyl acetate). Yields the product CNC1=C2C(=NC=N1)N(N=C2C=2OC(=CC2)[N+](=O)[O-])C (4-methylamino-1-methyl-3-(5-nitro-2-furyl)-1H-pyrazolo [3,4-d]pyrimidine). RXN SMILES: [CH3:1][N:2]1[C:6]2=[N:7][C:8](S)=[N:9][C:10](C)=[C:5]2[C:4]([C:13]2[O:14][C:15]([N+:18]([O-:20])=[O:19])=[CH:16][CH:17]=2)=[N:3]1.[CH3:21][NH2:22]>C(O)C.C(OCC)(=O)C>[CH3:21][NH:22][C:10]1[N:9]=[CH:8][N:7]=[C:6]2[N:2]([CH3:1])[N:3]=[C:4]([C:13]3[O:14][C:15]([N+:18]([O-:20])=[O:19])=[CH:16][CH:17]=3)[C:5]=12. Procedure: A mixture of 3.0 grams of 1-methyl-4-methyl-mercapto-3-(5-nitro-2-furyl)-1H-pyrazolo [3,4-d] pyrimidine, 50 millitres of a 33% solution of methylamine in ethanol and 20 milliliters of ethyl acetate was heated at reflux for 1hour and cooled. The crystalline product formed was collected, washed with ethanol and dried. Recrystallisation from ehtyl acetate gave 4-methylamino-1-methyl-3-(5-nitro-2-furyl)-1H-pyrazolo [3,4-d]pyrimidine having melting point 280° C. identical to the product obtained in E...